This data is from the Open Reaction Database (ORD), a public repository of structured organic reaction records. The task is: describe an organic reaction: reactants, conditions, products, and yield Starting materials: O=C1Cc2ccc(-c3ccc(F)cc3)cc2N1, O=Cc1cc2cc(OCCN3CCCC3)ccc2[nH]1. The product is O=C1Nc2cc(-c3ccc(F)cc3)ccc2C1=Cc1cc2cc(OCCN3CCCC3)ccc2[nH]1. RXN SMILES: [F:1][c:2]1[cH:3][cH:4][c:5](-[c:8]2[cH:9][cH:10][c:11]3[c:15]([cH:16]2)[NH:14][C:13](=[O:17])[CH2:12]3)[cH:6][cH:7]1.[N:18]1([CH2:23][CH2:24][O:25][c:26]2[cH:27][c:28]3[cH:29][c:30]([CH:35]=[O:36])[nH:31][c:32]3[cH:33][cH:34]2)[CH2:19][CH2:20][CH2:21][CH2:22]1>>[F:1][c:2]1[cH:3][cH:4][c:5](-[c:8]2[cH:9][cH:10][c:11]3[c:15]([cH:16]2)[NH:14][C:13](=[O:17])[C:12]3=[CH:35][c:30]2[cH:29][c:28]3[cH:27][c:26]([O:25][CH2:24][CH2:23][N:18]4[CH2:19][CH2:20][CH2:21][CH2:22]4)[cH:34][cH:33][c:32]3[nH:31]2)[cH:6][cH:7]1. Reaction SMILES: [BH4-:16].[Br:1][CH2:2][C:3](=[O:4])[N:5]1[P:6](=[O:11])([NH:12][CH2:13][CH2:14][Br:15])[O:7][CH2:8][CH2:9][CH2:10]1.[Na+:17].[O:18]1[CH2:19][CH2:20][CH2:21][CH2:22]1>>[Br:1][CH2:2][CH2:3][N:5]1[P:6](=[O:11])([NH:12][CH2:13][CH2:14][Br:15])[O:7][CH2:8][CH2:9][CH2:10]1. Yields the product O=P1(NCCBr)OCCCN1CCBr. Starting materials: [BH4-], O=C(CBr)N1CCCOP1(=O)NCCBr, [Na+], C1CCOC1. Reactants: C1(=CC=CC=C1)CC(=O)OCC (ethyl phenylacetate), C1(=CC=C(C=C1)S(=O)(=O)N=[N+]=[N-])C (para-toluenesulfonylazide), N12CCCCCC2=NCCC1 (1,8-diazabicyclo[5.4.0]undec-7-ene). The solvent is C(C)#N (acetonitrile). Conditions: temperature 0 celsius, time 8 hour. Product: C(C)OC(C(C1=CC=CC=C1)=[N+]=[N-])=O (diazophenylacetic acid ethyl ester). RXN SMILES: [C:1]1([CH2:7][C:8]([O:10][CH2:11][CH3:12])=[O:9])[CH:6]=[CH:5][CH:4]=[CH:3][CH:2]=1.C1(C)C=CC(S([N:22]=[N+:23]=[N-])(=O)=O)=CC=1.N12CCCN=C1CCCCC2>C(#N)C>[CH2:11]([O:10][C:8](=[O:9])[C:7](=[N+:22]=[N-:23])[C:1]1[CH:6]=[CH:5][CH:4]=[CH:3][CH:2]=1)[CH3:12]. Procedure details: To a solution of ethyl phenylacetate (3.28 g) in acetonitrile (60 mL) is added para-toluenesulfonylazide (4.53 g). The reaction mixture is cooled to 0° C. and 1,8-diazabicyclo[5.4.0]undec-7-ene (3.9 mL) is added dropwise. The reaction mixture is kept at 5° C. overnight. Solvent is removed to dryness and the residue is purified by chromatography (gradient petroleum ether/dichloromethane from 90/10 to 80/20) to give diazophenylacetic acid ethyl ester;